Dataset: the Open Reaction Database (ORD), a public repository of structured organic reaction records. Task: describe an organic reaction: reactants, conditions, products, and yield Reactants: ClC1=NC=CC(=C1)C#CC=1N=C(NC1)C (2-chloro-4-(2-methyl-1H-imidazol-4-ylethynyl)-pyridine), ClC1=NC=CC(=N1)C (2-chloro-4-methyl-pyrimidine). Yields the product ClC1=NC=CC(=C1)C#CC=1N=C(N(C1)C1=NC=CC(=N1)C)C (2-[4-(2-Chloro-pyridin-4-ylethynyl)-2-methyl-imidazol-1-yl]-4-methyl-pyrimidine). Procedure details: The title compound, MS: m/e=310.4 (M+H+), was prepared in accordance with the general method of example 3 from 2-chloro-4-(2-methyl-1H-imidazol-4-ylethynyl)-pyridine and 2-chloro-4-methyl-pyrimidine. As a reaction SMILES: [Cl:1][C:2]1[CH:7]=[C:6]([C:8]#[C:9][C:10]2[N:11]=[C:12]([CH3:15])[NH:13][CH:14]=2)[CH:5]=[CH:4][N:3]=1.Cl[C:17]1[N:22]=[C:21]([CH3:23])[CH:20]=[CH:19][N:18]=1>>[Cl:1][C:2]1[CH:7]=[C:6]([C:8]#[C:9][C:10]2[N:11]=[C:12]([CH3:15])[N:13]([C:17]3[N:22]=[C:21]([CH3:23])[CH:20]=[CH:19][N:18]=3)[CH:14]=2)[CH:5]=[CH:4][N:3]=1. Reactants: [H-].[Na+] (Sodium hydride), ClC1=C2NC=NC2=NC=N1 (6-chloropurine), BrCCCCB(O)O (4-Bromobutyl boronic acid). Run in CN(C=O)C (dimethylformamide), CN(C=O)C (dimethylformamide). Conditions: time 10 minute. The product is ClC1=C2N=CN(C2=NC=N1)CCCCB(O)O (6-Chloro-9-(4-dihydroxyborylbutyl)purine). Isolated yield 51.1%. Reaction SMILES: [H-].[Na+].[Cl:3][C:4]1[N:12]=[CH:11][N:10]=[C:9]2[C:5]=1[NH:6][CH:7]=[N:8]2.Br[CH2:14][CH2:15][CH2:16][CH2:17][B:18]([OH:20])[OH:19]>CN(C)C=O>[Cl:3][C:4]1[N:12]=[CH:11][N:10]=[C:9]2[C:5]=1[N:6]=[CH:7][N:8]2[CH2:14][CH2:15][CH2:16][CH2:17][B:18]([OH:20])[OH:19] |f:0.1|. Procedure: Sodium hydride (0.22 g, 7.2 mmol) was added to a solution of 6-chloropurine (0.93 g, 6.0 mmol) in dimethylformamide (20 mL) and stirred for 10 minutes. 4-Bromobutyl boronic acid (1.1 g, 6.0 mmol) in dimethylformamide (5 mL) was added to the reaction mixture and stirred at room temperature for 16 hours. After the removal of the dimethylformamide under high vacuum, the residue was purified by column chromatography (chloroform/methanol discontinuous gradient 95:5, 9:1) to yield 0.78 g of pure produ... Starting materials: amides, FC=1C=CC(=C2C=CC(=NC12)C)N1CCN(CC1)CCC=1C=C(N)C=CC1 (3-{2-[4-(8-fluoro-2-methyl-5-quinolinyl)-1-piperazinyl]ethyl}aniline), C(C)(=O)Cl (acetyl chloride). Product: FC=1C=CC(=C2C=CC(=NC12)C)N1CCN(CC1)CCC=1C=C(C=CC1)NC(C)=O (N-(3-{2-[4-(8-Fluoro-2-methyl-5-quinolinyl)-1 piperazinyl]ethyl}phenyl)acetamide). Isolated yield 26.0%. As a reaction SMILES: [F:1][C:2]1[CH:3]=[CH:4][C:5]([N:13]2[CH2:18][CH2:17][N:16]([CH2:19][CH2:20][C:21]3[CH:22]=[C:23]([CH:25]=[CH:26][CH:27]=3)[NH2:24])[CH2:15][CH2:14]2)=[C:6]2[C:11]=1[N:10]=[C:9]([CH3:12])[CH:8]=[CH:7]2.[C:28](Cl)(=[O:30])[CH3:29]>>[F:1][C:2]1[CH:3]=[CH:4][C:5]([N:13]2[CH2:14][CH2:15][N:16]([CH2:19][CH2:20][C:21]3[CH:22]=[C:23]([NH:24][C:28](=[O:30])[CH3:29])[CH:25]=[CH:26][CH:27]=3)[CH2:17][CH2:18]2)=[C:6]2[C:11]=1[N:10]=[C:9]([CH3:12])[CH:8]=[CH:7]2. Procedure: The title compound was prepared in 26% yield according to the general procedure for the preparation of amides (Method B) starting from 3-{2-[4-(8-fluoro-2-methyl-5-quinolinyl)-1-piperazinyl]ethyl}aniline and acetyl chloride. The reactants are CC(C#C[C@H](C=1C=NC(=CC1)C(F)(F)F)N1[C@@H](C[C@@H](CC1)CC(=O)OC)C1=CC=C(C=C1)C(F)(F)F)=C ((±) Methyl {(2S*,4R*)-1-{(1R*)-4-methyl-1-[6-(trifluoromethyl)pyridin-3-yl]pent-4-en-2-yn-1-yl}-2-[4-(trifluoromethyl)phenyl]piperidin-4-yl}acetate), [Li+].[OH-] (LiOH), Cl (HCl). Run in C1CCOC1 (THF), O (water). The product is CC(C#C[C@H](C=1C=NC(=CC1)C(F)(F)F)N1[C@@H](C[C@@H](CC1)CC(=O)O)C1=CC=C(C=C1)C(F)(F)F)=C ((±) {(2S*,4R*)-1-{(1R*)-4-methyl-1-[6-(trifluoromethyl)pyridin-3-yl]pent-4-en-2-yn-1-yl}-2-[4-(trifluoromethyl)phenyl]piperidin-4-yl}acetic acid). The yield is 70.7%. RXN SMILES: [CH3:1][C:2](=[CH2:37])[C:3]#[C:4][C@@H:5]([N:16]1[CH2:21][CH2:20][C@@H:19]([CH2:22][C:23]([O:25]C)=[O:24])[CH2:18][C@H:17]1[C:27]1[CH:32]=[CH:31][C:30]([C:33]([F:36])([F:35])[F:34])=[CH:29][CH:28]=1)[C:6]1[CH:7]=[N:8][C:9]([C:12]([F:15])([F:14])[F:13])=[CH:10][CH:11]=1.[Li+].[OH-].Cl>C1COCC1.O>[CH3:37][C:2](=[CH2:1])[C:3]#[C:4][C@@H:5]([N:16]1[CH2:21][CH2:20][C@@H:19]([CH2:22][C:23]([OH:25])=[O:24])[CH2:18][C@H:17]1[C:27]1[CH:32]=[CH:31][C:30]([C:33]([F:36])([F:34])[F:35])=[CH:29][CH:28]=1)[C:6]1[CH:7]=[N:8][C:9]([C:12]([F:15])([F:13])[F:14])=[CH:10][CH:11]=1 |f:1.2|. Procedure details: A solution of the ester from Step 2 (0.146 g, 0.28 mmol) and LiOH (0.133 g, 5.6 mmol) in THF (3 ml) and water (3 ml) was stirred at rt for 16 hrs. The reaction mixture was acidified to pH6 with 2N HCl and extracted with EtOAc. The combined extracts were washed with brine, dried (MgSO4), filtered and evaporated. The residue was purified by chromatography (silica, 1-2% MeOH/DCM) to give the acid (0.101 g, 71%). 1H NMR (360 MHz, CD3OD): δ 1.26-1.38 (1H, m), 1.51 (1H, q, J 12.1), 1.77 (1H, m), 1.90-... Starting materials: C(C)OC(=O)C1(CCNCC1)CS(=O)(=O)C1=CC=C(C=C1)OCC#CC (4-[[[4-(2-Butynyloxy)phenyl]sulfonyl]methyl]-4-piperidinecarboxylic acid ethyl ester), BrCC#CC (1-bromo-2-butyne), C(=O)([O-])[O-].[K+].[K+] (K2CO3). Run in CN(C)C=O (DMF), CCOC(=O)C (EtOAc). Conditions: time 6 hour. Yields the product C(C#CC)N1CCC(CC1)(C(=O)OCC)CS(=O)(=O)C1=CC=C(C=C1)OCC#CC (1-(2-Butynyl)-4-[[[4-(2-butynyloxy)phenyl]sulfonyl]methyl]-4-piperidinecarboxylic acid, ethyl ester). Isolated yield 84.8%. As a reaction SMILES: [CH2:1]([O:3][C:4]([C:6]1([CH2:12][S:13]([C:16]2[CH:21]=[CH:20][C:19]([O:22][CH2:23][C:24]#[C:25][CH3:26])=[CH:18][CH:17]=2)(=[O:15])=[O:14])[CH2:11][CH2:10][NH:9][CH2:8][CH2:7]1)=[O:5])[CH3:2].Br[CH2:28][C:29]#[C:30][CH3:31].C([O-])([O-])=O.[K+].[K+]>CN(C=O)C.CCOC(C)=O>[CH2:28]([N:9]1[CH2:8][CH2:7][C:6]([CH2:12][S:13]([C:16]2[CH:17]=[CH:18][C:19]([O:22][CH2:23][C:24]#[C:25][CH3:26])=[CH:20][CH:21]=2)(=[O:15])=[O:14])([C:4]([O:3][CH2:1][CH3:2])=[O:5])[CH2:11][CH2:10]1)[C:29]#[C:30][CH3:31] |f:2.3.4|. Reported procedure: A mixture of 4-[[[4-(2-Butynyloxy)phenyl]sulfonyl]methyl]-4-piperidinecarboxylic acid ethyl ester (0.208 g,0.5 mmol), 1-bromo-2-butyne (0.044 ml, 0.53 mmol) and K2CO3 (0.138 g, 1.0 mmol)in 5.0 mL of DMF was stirred at room temperature for 6 h. The reaction was diluted with EtOAc and washed with H2O, brine, dried over MgSO4, filtered, and concentrated in vacuo. The residue was chromatographed on silica gel eluting with EtOAc:hexanes (1:1) to provide 0.183 g (85%) of the desired product as a pale ... The reagents and catalysts are Cl (hydrochloric acid). RXN SMILES: [Cl-].[CH3:2][NH2+:3][CH3:4].C=O.C(O[C:11](=[O:13])[CH3:12])(=O)C.[C:14]([NH:17][C:18]1[CH:19]=[C:20]2C(=[CH:26][CH:27]=1)[C:24](=O)[CH2:23][CH2:22][CH2:21]2)(=[O:16])[CH3:15].[OH-].[Na+]>Cl.O.CC(C)=O>[C:14]([NH:17][C:18]1[CH:19]=[C:20]2[C:12](=[CH:26][CH:27]=1)[C:11](=[O:13])[CH:23]([CH2:24][N:3]([CH3:4])[CH3:2])[CH2:22][CH2:21]2)(=[O:16])[CH3:15] |f:0.1,5.6|. Product: C(C)(=O)NC=1C=C2CCC(C(C2=CC1)=O)CN(C)C (6-acetamido-2-dimethylaminomethyl-1-tetralone). Solvent: CC(=O)C (acetone), CC(=O)C (acetone), O (water). Conditions: temperature 100 celsius, time 20 minute. Procedure: Dimethylammonium chloride (2.34 g), formalin solution (1.58 g;37%) and concentrated hydrochloric acid (1 drop) was stirred at room temperature for 5 minutes then added to acetic anhydride (11.4 ml ). After about 20 minutes vigorous boiling occurred. 6-Acetamido-1-tetralone (3.6 g) was then added and the mixture was stirred at 100° C. for one hour. Evaporation of the reaction mixture under reduced pressure yielded an orange solid which was treated with acetone (15 ml ) for 3 minutes. The residue ... The reactants are C(C)(=O)NC=1C=C2CCCC(C2=CC1)=O (6-Acetamido-1-tetralone), [Cl-].C[NH2+]C (Dimethylammonium chloride), C=O (formalin), C(C)(=O)OC(C)=O (acetic anhydride), [OH-].[Na+] (sodium hydroxide).